From a dataset of the Open Reaction Database (ORD), a public repository of structured organic reaction records. describe an organic reaction: reactants, conditions, products, and yield Reactants: OC=1C=C(C=CC1)CCCN1C=NC=C1 (1-[3-(3-hydroxyphenyl)propyl]imidazole), ClCC=1N=C(OC1)C=1SC=CC1 (4-chloromethyl-2-(2-thienyl)oxazole). Yields the product N1(C=NC=C1)CCCC=1C=C(OCC=2N=C(OC2)C=2SC=CC2)C=CC1 (4-[3-[3-(1-imidazolyl)propyl]phenoxymethyl]-2-(2-thienyl)oxazole). Yield: 78.0%. RXN SMILES: [OH:1][C:2]1[CH:3]=[C:4]([CH2:8][CH2:9][CH2:10][N:11]2[CH:15]=[CH:14][N:13]=[CH:12]2)[CH:5]=[CH:6][CH:7]=1.Cl[CH2:17][C:18]1[N:19]=[C:20]([C:23]2[S:24][CH:25]=[CH:26][CH:27]=2)[O:21][CH:22]=1>>[N:11]1([CH2:10][CH2:9][CH2:8][C:4]2[CH:3]=[C:2]([CH:7]=[CH:6][CH:5]=2)[O:1][CH2:17][C:18]2[N:19]=[C:20]([C:23]3[S:24][CH:25]=[CH:26][CH:27]=3)[O:21][CH:22]=2)[CH:15]=[CH:14][N:13]=[CH:12]1. Reported procedure: In substantially the same manner as in Working Example 72, 1-[3-(3-hydroxyphenyl)propyl]imidazole was allowed to react with 4-chloromethyl-2-(2-thienyl)oxazole to give 4-[3-[3-(1-imidazolyl)propyl]phenoxymethyl]-2-(2-thienyl)oxazole, oily substance. The yield was 78%. Starting materials: C(CCCCC)NS(=O)(=O)CCC (N-hexyl propanesulfonamide), ClC(C(Cl)Cl)(SCl)Cl (1,1,2,2-tetrachloroethylsulfenyl chloride), [OH-].[Na+] (sodium hydroxide). The solvent is ClCCl (dichloromethane). Reaction conditions: temperature 25 celsius, time 4 hour. Product: C(CCCCC)N(S(=O)(=O)CCC)SC(C(Cl)Cl)(Cl)Cl (N-hexyl-N-(1,1,2,2-tetrachloroethylthio)-propanesulfonamide). The yield is 40.2%. As a reaction SMILES: [OH-].[Na+].[CH2:3]([NH:9][S:10]([CH2:13][CH2:14][CH3:15])(=[O:12])=[O:11])[CH2:4][CH2:5][CH2:6][CH2:7][CH3:8].[Cl:16][C:17]([Cl:23])([S:21]Cl)[CH:18]([Cl:20])[Cl:19]>ClCCl>[CH2:3]([N:9]([S:21][C:17]([Cl:23])([Cl:16])[CH:18]([Cl:20])[Cl:19])[S:10]([CH2:13][CH2:14][CH3:15])(=[O:12])=[O:11])[CH2:4][CH2:5][CH2:6][CH2:7][CH3:8] |f:0.1|. Reported procedure: A 3.8 g (0.047 mol) sample of 50% weight aqueous sodium hydroxide solution was added dropwise to a cooled (8° C.) solution of 9.0 g (0.043 mol) N-hexyl propanesulfonamide and 11.0 g (0.047 mol) 1,1,2,2-tetrachloroethylsulfenyl chloride in 150 ml dichloromethane. After the addition was completed, the reaction was stirred at about 25° C. for 4 hours during which time a precipitate formed. The reaction mixture was then washed with water, dried over magnesium sulfate and evaporated under reduced pre... Starting materials: C1(CC1)C(=O)C=1C=NC2=CC=C(C=C2C1N[C@H]1CC[C@H](CC1)NC(OC(C)(C)C)=O)C1=CC(=C(C=C1)O)OC (tert-butyl cis-4-[3-(cyclopropanecarbonyl)-6-(4-hydroxy-3-methoxyphenyl)quinolin-4-ylamino]cyclohexylcarbamate), C(=O)(C(F)(F)F)O (TFA). The product is N[C@H]1CC[C@H](CC1)NC1=C(C=NC2=CC=C(C=C12)C1=CC(=C(C=C1)O)OC)C(=O)C1CC1 ({4-(cis-4-Aminocyclohexylamino)-6-(4-hydroxy-3-methoxyphenyl)quinolin-3-yl}(cyclopropyl)methanone). Yield: 46.3%. As a reaction SMILES: [CH:1]1([C:4]([C:6]2[CH:7]=[N:8][C:9]3[C:14]([C:15]=2[NH:16][C@@H:17]2[CH2:22][CH2:21][C@H:20]([NH:23]C(=O)OC(C)(C)C)[CH2:19][CH2:18]2)=[CH:13][C:12]([C:31]2[CH:36]=[CH:35][C:34]([OH:37])=[C:33]([O:38][CH3:39])[CH:32]=2)=[CH:11][CH:10]=3)=[O:5])[CH2:3][CH2:2]1.C(O)(C(F)(F)F)=O>>[NH2:23][C@@H:20]1[CH2:21][CH2:22][C@H:17]([NH:16][C:15]2[C:14]3[C:9](=[CH:10][CH:11]=[C:12]([C:31]4[CH:36]=[CH:35][C:34]([OH:37])=[C:33]([O:38][CH3:39])[CH:32]=4)[CH:13]=3)[N:8]=[CH:7][C:6]=2[C:4]([CH:1]2[CH2:2][CH2:3]2)=[O:5])[CH2:18][CH2:19]1. Reported procedure: Following general procedure A-2, tert-butyl cis-4-[3-(cyclopropanecarbonyl)-6-(4-hydroxy-3-methoxyphenyl)quinolin-4-ylamino]cyclohexylcarbamate (43 mg, 0.100 mmol) was reacted with TFA (2 mL) to afford the desired product (20 mg, 56%) as a light yellow solid: 1H NMR (300 MHz, CD3OD) δ 9.26 (s, 1H), 8.39 (d, J=1.7 Hz, 1H), 8.10 (dd, J=8.8, 1.8 Hz, 1H), 7.93 (d, J=8.7 Hz, 1H), 7.27 (d, J=2.1 Hz, 1H), 7.18 (dd, J=8.2, 2.1 Hz, 1H), 6.93 (d, J=8.2 Hz, 1H), 4.74 (s, 1H), 3.96 (s, 3H), 3.12-3.02 (m, 1H... Starting materials: [OH-].[Na+] (sodium hydroxide), ClC1=CC(=CC=C1)C(=O)OO (m-Chloroperbenzoic acid), C(C)(=O)C1=CC(=CC(=C1)C(C)(C)C)C(C)=O (1,3-bisacetyl-5-tert-butylbenzene), [OH-].[Li+] (lithium hydroxide). Run in ClCCl (dichloromethane). Run at time 4 hour. The product is C(C)(C)(C)C=1C=C(C=C(C1)O)C(C)=O (1-(3-tert-Butyl-5-hydroxyphenyl)ethanone). RXN SMILES: ClC1C=CC=C(C(OO)=[O:9])C=1.[C:12]([C:15]1[CH:20]=[C:19]([C:21]([CH3:24])([CH3:23])[CH3:22])[CH:18]=[C:17](C(=O)C)[CH:16]=1)(=[O:14])[CH3:13].[OH-].[Li+].[OH-].[Na+]>ClCCl>[C:21]([C:19]1[CH:20]=[C:15]([C:12](=[O:14])[CH3:13])[CH:16]=[C:17]([OH:9])[CH:18]=1)([CH3:24])([CH3:23])[CH3:22] |f:2.3,4.5|. Reported procedure: m-Chloroperbenzoic acid (382 g, 2.21 mol) was added to a solution of 1,3-bisacetyl-5-tert-butylbenzene (O4.106; 169 g, 776 mmol) in dichloromethane (1.7 l). The resulting suspension was heated to reflux temperature for 24 h. Once the suspension had cooled, the solids were filtered off and the filtrate was admixed with saturated aqueous NaHSO3 solution (500 ml). The phases were separated, the organic phase was dried (MgSO4) and the solvent was removed under reduced pressure. The residue was disso... The reactants are F[Sb-](F)(F)(F)(F)F.C(CCCCCCC)OC1=CC=C(C=C1)[S+](C1=CC=CC=C1)C1=CC=CC=C1 ((4-octyloxyphenyl) diphenyl sulfonium hexafluoroantimonate), F[Sb-](F)(F)(F)(F)F.C(CCCCCCCCC)OC1=CC=C(C=C1)[I+]C1=CC=CC=C1 ((4-decyloxyphenyl) phenyl iodonium hexafluoro antimonate), F[Sb-](F)(F)(F)(F)F.C(CCCCCCCCCCCCCCCCC)OC1=CC=C(C=C1)[I+]C1=CC=CC=C1 ((4-octadecyloxyphenyl) phenyl iodonium hexafluoro antimonate). The product is F[Sb-](F)(F)(F)(F)F.C(CCCCCCC)OC1=CC=C(C=C1)[I+]C1=CC=CC=C1 ((4-octyloxyphenyl) phenyl iodonium hexafluoro antimonate). RXN SMILES: [F:1][Sb-:2]([F:7])([F:6])([F:5])([F:4])[F:3].C(OC1C=CC([S+](C2C=CC=CC=2)C2C=CC=CC=2)=CC=1)CCCCCCC.F[Sb-](F)(F)(F)(F)F.[CH2:43]([O:53][C:54]1[CH:59]=[CH:58][C:57]([I+:60][C:61]2[CH:66]=[CH:65][CH:64]=[CH:63][CH:62]=2)=[CH:56][CH:55]=1)[CH2:44][CH2:45][CH2:46][CH2:47][CH2:48][CH2:49][CH2:50]CC.F[Sb-](F)(F)(F)(F)F.C(OC1C=CC([I+]C2C=CC=CC=2)=CC=1)CCCCCCCCCCCCCCCCC>>[F:1][Sb-:2]([F:7])([F:6])([F:5])([F:4])[F:3].[CH2:43]([O:53][C:54]1[CH:55]=[CH:56][C:57]([I+:60][C:61]2[CH:66]=[CH:65][CH:64]=[CH:63][CH:62]=2)=[CH:58][CH:59]=1)[CH2:44][CH2:45][CH2:46][CH2:47][CH2:48][CH2:49][CH3:50] |f:0.1,2.3,4.5,6.7|. Reported procedure: (4-octyloxyphenyl) diphenyl sulfonium hexafluoroantimonate; (4-decyloxyphenyl) phenyl iodonium hexafluoro antimonate; and (4-octadecyloxyphenyl) phenyl iodonium hexafluoro antimonate.